From a dataset of the Open Reaction Database (ORD), a public repository of structured organic reaction records. describe an organic reaction: reactants, conditions, products, and yield Reactants: CC(=O)OC(C)=O, Cc1ccccc1, COc1csc2ccc(C(=O)CC(=O)C3CC3)c(OC)c12, CCOC(OCC)OCC. Yields the product CCOC=C(C(=O)c1ccc2scc(OC)c2c1OC)C(=O)C1CC1. As a reaction SMILES: [CH3:32][C:33]([O:34][C:35](=[O:36])[CH3:37])=[O:38].[CH3:39][c:40]1[cH:41][cH:42][cH:43][cH:44][cH:45]1.[CH:1]1([C:4]([CH2:5][C:6](=[O:7])[c:8]2[c:9]([O:19][CH3:20])[c:10]3[c:11]([s:12][cH:13][c:14]3[O:15][CH3:16])[cH:17][cH:18]2)=[O:21])[CH2:2][CH2:3]1.[CH:22]([O:23][CH2:24][CH3:25])([O:26][CH2:27][CH3:28])[O:29][CH2:30][CH3:31]>>[CH:1]1([C:4]([C:5]([C:6](=[O:7])[c:8]2[c:9]([O:19][CH3:20])[c:10]3[c:11]([s:12][cH:13][c:14]3[O:15][CH3:16])[cH:17][cH:18]2)=[CH:22][O:23][CH2:24][CH3:25])=[O:21])[CH2:2][CH2:3]1. Reactants: CC(=O)O, O=C(OCC(Cl)(Cl)Cl)N1CCC(c2ccc(Cl)cc2)C(OCc2ccc3ccccc3c2)C1, O, [Zn]. Yields the product Clc1ccc(C2CCNCC2OCc2ccc3ccccc3c2)cc1. RXN SMILES: [CH3:34][C:35](=[O:36])[OH:37].[Cl:1][c:2]1[cH:3][cH:4][c:5]([CH:8]2[CH:9]([O:22][CH2:23][c:24]3[cH:25][c:26]4[cH:27][cH:28][cH:29][cH:30][c:31]4[cH:32][cH:33]3)[CH2:10][N:11]([C:14]([O:15][CH2:16][C:17]([Cl:18])([Cl:19])[Cl:20])=[O:21])[CH2:12][CH2:13]2)[cH:6][cH:7]1.[OH2:38].[Zn:39]>>[Cl:1][c:2]1[cH:3][cH:4][c:5]([CH:8]2[CH:9]([O:22][CH2:23][c:24]3[cH:25][c:26]4[cH:27][cH:28][cH:29][cH:30][c:31]4[cH:32][cH:33]3)[CH2:10][NH:11][CH2:12][CH2:13]2)[cH:6][cH:7]1. The reactants are S(O)(O)(=O)=O (sulfuric acid), C(#N)C1=NC=CC=C1C (2-cyano-3-methyl pyridine), C(C)(C)(C)O (t-butanol), N (ammonia). The solvent is O (water), C1(=CC=CC=C1)C (toluene). Conditions: temperature 70 celsius, time 30 minute. The product is CC(C)(C)NC(=O)C1=NC=CC=C1C (N-(1,1-dimethylethyl)-3-methyl-2-pyridinecarboxamide). Isolated yield 97.0%. Reaction SMILES: [C:1]([C:3]1[C:8]([CH3:9])=[CH:7][CH:6]=[CH:5][N:4]=1)#[N:2].S(=O)(=O)(O)[OH:11].N.[C:16](O)([CH3:19])([CH3:18])[CH3:17]>O.C1(C)C=CC=CC=1>[CH3:17][C:16]([NH:2][C:1]([C:3]1[C:8]([CH3:9])=[CH:7][CH:6]=[CH:5][N:4]=1)=[O:11])([CH3:19])[CH3:18]. Procedure details: A suspension of 2-cyano-3-methyl pyridine (400 g; 3.4 mol) in 800 mL of t-butanol was heated at 70° C. Concentrated sulfuric acid (400 mL) was added over 45 min. The reaction was complete after a further 30 min. at 75° C. The reaction mixture was diluted with water (400 mL) and toluene (600 mL) and brought to pH 10 with concentrated aqueous ammonia. The temperature was kept at 50°-55° C. during work-up. The toluene phase was separated, the aqueous layer extracted again with toluene and the combi... The reactants are O=C(O)C=Cc1cc(Cl)ccc1C(=O)O, COC(=O)C=Cc1cc(Cl)ccc1C(=O)O. The product is COC(=O)CCc1cc(Cl)ccc1C(=O)O. Reaction SMILES: [Cl:17][c:18]1[cH:19][cH:20][c:21]([C:22]([OH:23])=[O:24])[c:25]([CH:26]=[CH:27][C:28]([OH:29])=[O:30])[cH:31]1.[Cl:1][c:2]1[cH:3][c:4]([CH:11]=[CH:12][C:13](=[O:14])[O:15][CH3:16])[c:5]([C:6](=[O:7])[OH:8])[cH:9][cH:10]1>>[Cl:1][c:2]1[cH:3][c:4]([CH2:11][CH2:12][C:13](=[O:14])[O:15][CH3:16])[c:5]([C:6](=[O:7])[OH:8])[cH:9][cH:10]1. Reactants: N#Cc1cc(S(=O)(=O)c2ccc([N+](=O)[O-])cc2)cc(Br)n1, CO, [Cl-], [Fe], [NH4+], C1COCCO1, O. Product: N#Cc1cc(S(=O)(=O)c2ccc(N)cc2)cc(Br)n1. As a reaction SMILES: [Br:1][c:2]1[cH:3][c:4]([S:10](=[O:11])(=[O:12])[c:13]2[cH:14][cH:15][c:16]([N+:19]([O-:20])=[O:21])[cH:17][cH:18]2)[cH:5][c:6]([C:8]#[N:9])[n:7]1.[CH3:30][OH:31].[Cl-:22].[Fe:33].[NH4+:23].[O:24]1[CH2:25][CH2:26][O:27][CH2:28][CH2:29]1.[OH2:32]>>[Br:1][c:2]1[cH:3][c:4]([S:10](=[O:11])(=[O:12])[c:13]2[cH:14][cH:15][c:16]([NH2:19])[cH:17][cH:18]2)[cH:5][c:6]([C:8]#[N:9])[n:7]1. Starting materials: [N+](=O)([O-])C1=CC=C(C=C1)OC([C@@H](NC(=O)OCC1=CC=CC=C1)C(C)C)=O (Cbz-valine p-nitrophenyl ester), N[C@@H](CC1=CC=CC=C1)[C@@H]([C@H]([C@H](CC1=CC=CC=C1)N)O)O ((2S,3S,4S,5S)-2,5-diamino-3,4-dihydroxy-1,6-diphenylhexane). The product is C(=O)(OCC1=CC=CC=C1)N[C@@H](C(C)C)C(=O)N[C@@H](CC1=CC=CC=C1)[C@@H]([C@H]([C@H](CC1=CC=CC=C1)NC([C@@H](NC(=O)OCC1=CC=CC=C1)C(C)C)=O)O)O ((2S,3S,4S,5S)-2,5-Di-(N-(Cbz-valinyl)amino)-3,4-dihydroxy-1,6-diphenylhexane). The yield is 5.0%. Reaction SMILES: [N+](C1C=CC(O[C:11](=[O:27])[C@H:12]([CH:24]([CH3:26])[CH3:25])[NH:13][C:14]([O:16][CH2:17][C:18]2[CH:23]=[CH:22][CH:21]=[CH:20][CH:19]=2)=[O:15])=CC=1)([O-])=O.[NH2:28][C@H:29]([C@H:37]([OH:49])[C@@H:38]([OH:48])[C@@H:39]([NH2:47])[CH2:40][C:41]1[CH:46]=[CH:45][CH:44]=[CH:43][CH:42]=1)[CH2:30][C:31]1[CH:36]=[CH:35][CH:34]=[CH:33][CH:32]=1>>[C:14]([NH:13][C@H:12]([C:11]([NH:28][C@H:29]([C@H:37]([OH:49])[C@@H:38]([OH:48])[C@@H:39]([NH:47][C:11](=[O:27])[C@H:12]([CH:24]([CH3:25])[CH3:26])[NH:13][C:14]([O:16][CH2:17][C:18]1[CH:19]=[CH:20][CH:21]=[CH:22][CH:23]=1)=[O:15])[CH2:40][C:41]1[CH:46]=[CH:45][CH:44]=[CH:43][CH:42]=1)[CH2:30][C:31]1[CH:36]=[CH:35][CH:34]=[CH:33][CH:32]=1)=[O:27])[CH:24]([CH3:26])[CH3:25])([O:16][CH2:17][C:18]1[CH:23]=[CH:22][CH:21]=[CH:20][CH:19]=1)=[O:15]. Reported procedure: Cbz-valine p-nitrophenyl ester was coupled to (2S,3S,4S,5S)-2,5-diamino-3,4-dihydroxy-1,6-diphenylhexane using the procedure of Example 172B to provide the desired compound (Rf 0.42, 5% methanol in chloroform) as a white solid, m.p. 239°-242° C. in 86% yield.